From a dataset of the Open Reaction Database (ORD), a public repository of structured organic reaction records. describe an organic reaction: reactants, conditions, products, and yield Starting materials: COC1=CC(=O)N(C2c3cc(C#N)ccc3OC(C)(C)C2O)C1, CCOCC, CS(=O)(=O)O, OCc1ccccc1. Product: CC1(C)Oc2ccc(C#N)cc2C(N2CC(OCc3ccccc3)=CC2=O)C1O. Reaction SMILES: [C:1](#[N:2])[c:3]1[cH:4][cH:5][c:6]2[c:7]([cH:23]1)[CH:8]([N:15]1[C:16](=[O:22])[CH:17]=[C:18]([O:20][CH3:21])[CH2:19]1)[CH:9]([OH:14])[C:10]([CH3:12])([CH3:13])[O:11]2.[CH2:37]([O:38][CH2:39][CH3:40])[CH3:41].[CH3:32][S:33](=[O:34])(=[O:35])[OH:36].[OH:24][CH2:25][c:26]1[cH:27][cH:28][cH:29][cH:30][cH:31]1>>[C:1](#[N:2])[c:3]1[cH:4][cH:5][c:6]2[c:7]([cH:23]1)[CH:8]([N:15]1[C:16](=[O:22])[CH:17]=[C:18]([O:20][CH2:21][c:26]3[cH:27][cH:28][cH:29][cH:30][cH:31]3)[CH2:19]1)[CH:9]([OH:14])[C:10]([CH3:12])([CH3:13])[O:11]2. The reactants are C1(CCCC1)C[C@@H](C(=O)O)C1=CC(=C(C=C1)Cl)Cl (3-cyclopentyl-2(R)-(3,4-dichloro-phenyl)-propionic acid), C(C)(C)N(C(C)C)CC (N,N-diisopropylethylamine), FC(C=1C=CC(=NC1)N)(F)F (5-trifluoromethyl-2-aminopyridine), solution, C(C(=O)Cl)(=O)Cl (oxalyl chloride). Reagents/catalysts: CN(C=O)C (N,N-dimethylformamide). Solvent: C(Cl)Cl (methylene chloride), O (water), O1CCCC1 (tetrahydrofuran), C(Cl)Cl (methylene chloride). Reaction conditions: temperature 25 celsius, time 30 minute. Product: hexanes ethyl acetate, C1(CCCC1)C[C@@H](C(=O)NC1=NC=C(C=C1)C(F)(F)F)C1=CC(=C(C=C1)Cl)Cl (3-cyclopentyl-2(R)-(3,4-dichloro-phenyl)-N-(5-trifluoromethyl-pyridin-2-yl)-propionamide). Isolated yield 25.9%. RXN SMILES: [CH:1]1([CH2:6][C@H:7]([C:11]2[CH:16]=[CH:15][C:14]([Cl:17])=[C:13]([Cl:18])[CH:12]=2)[C:8]([OH:10])=O)[CH2:5][CH2:4][CH2:3][CH2:2]1.C(Cl)(=O)C(Cl)=O.C(N(CC)C(C)C)(C)C.[F:34][C:35]([F:44])([F:43])[C:36]1[CH:37]=[CH:38][C:39]([NH2:42])=[N:40][CH:41]=1>C(Cl)Cl.CN(C)C=O.O1CCCC1.O>[CH:1]1([CH2:6][C@H:7]([C:11]2[CH:16]=[CH:15][C:14]([Cl:17])=[C:13]([Cl:18])[CH:12]=2)[C:8]([NH:42][C:39]2[CH:38]=[CH:37][C:36]([C:35]([F:43])([F:34])[F:44])=[CH:41][N:40]=2)=[O:10])[CH2:2][CH2:3][CH2:4][CH2:5]1. Procedure details: A solution of 3-cyclopentyl-2(R)-(3,4-dichloro-phenyl)-propionic acid (prepared as in Example 54A, 200 mg, 0.69 mmol) in methylene chloride (10 mL) and one drop of N,N-dimethylformamide was cooled to 0° C. and then treated with a 2.0M solution of oxalyl chloride in methylene chloride (0.42 mL, 0.84 mmol). Gas evolution began immediately. The reaction mixture was allowed to warm slowly to 25° C. where it was stirred for 30 min. After this time, the reaction mixture was treated with a solution of ... Reactants: Cc1ccccc1Br, Cc1ccccc1-c1c(C)ccc2ccccc12. Product: Cc1ccc2ccccc2c1Br. RXN SMILES: [Br:19][c:20]1[cH:21][cH:22][cH:23][cH:24][c:25]1[CH3:26].[CH3:1][c:2]1[c:3](-[c:12]2[cH:13][cH:14][cH:15][cH:16][c:17]2[CH3:18])[c:4]2[cH:5][cH:6][cH:7][cH:8][c:9]2[cH:10][cH:11]1>>[CH3:1][c:2]1[c:3]([Br:19])[c:4]2[cH:5][cH:6][cH:7][cH:8][c:9]2[cH:10][cH:11]1.